Dataset: the Open Reaction Database (ORD), a public repository of structured organic reaction records. Task: describe an organic reaction: reactants, conditions, products, and yield Reactants: C(C)(=O)OCCCN1C(N(C(=C(C1=O)[N+](=O)[O-])\C=C\C1=CC(=CC=C1)Cl)C)=O ((E)-3-(4-(3-chlorostyryl)-3-methyl-5-nitro-2,6-dioxo-2,3-dihydropyrimidin-1(6H)-yl)propyl acetate), [O-]S(=O)S(=O)[O-].[Na+].[Na+] (Na2S2O4). Solvent: CC(OCC)=O (EA), O (water), C(=O)O (HCOOH). Conditions: temperature 110 celsius. Product: ClC=1C=C(C=CC1)C1=CC=2N(C(N(C(C2N1)=O)CCCOC(C)=O)=O)C (3-(6-(3-chlorophenyl)-1-methyl-2,4-dioxo-1H-pyrrolo[3,2-d]pyrimidin-3(2H,4H,5H)-yl)propylacetate). The yield is 92.8%. RXN SMILES: [C:1]([O:4][CH2:5][CH2:6][CH2:7][N:8]1[C:13](=[O:14])[C:12]([N+:15]([O-])=O)=[C:11](/[CH:18]=[CH:19]/[C:20]2[CH:25]=[CH:24][CH:23]=[C:22]([Cl:26])[CH:21]=2)[N:10]([CH3:27])[C:9]1=[O:28])(=[O:3])[CH3:2].[O-]S(S([O-])=O)=O.[Na+].[Na+]>C(O)=O.CC(=O)OCC.O>[Cl:26][C:22]1[CH:21]=[C:20]([C:19]2[NH:15][C:12]3[C:13](=[O:14])[N:8]([CH2:7][CH2:6][CH2:5][O:4][C:1](=[O:3])[CH3:2])[C:9](=[O:28])[N:10]([CH3:27])[C:11]=3[CH:18]=2)[CH:25]=[CH:24][CH:23]=1 |f:1.2.3|. Reported procedure: To a solution of (E)-3-(4-(3-chlorostyryl)-3-methyl-5-nitro-2,6-dioxo-2,3-dihydropyrimidin-1(6H)-yl)propyl acetate (70 mg, 0.172 mmol) in HCOOH (3 mL) was added Na2S2O4 (180.0 mg, 1.032 mmol). The reaction was heated at 110° C. for 5 h, cooled to RT then diluted with EA (20 mL) and water (20 mL). The organic layer was dried over Na2SO4 and concentrated to give 3-(6-(3-chlorophenyl)-1-methyl-2,4-dioxo-1H-pyrrolo[3,2-d]pyrimidin-3(2H,4H,5H)-yl)propylacetate (60 mg, 93.0% yield) as an oil. LCMS: MH...